Dataset: the Open Reaction Database (ORD), a public repository of structured organic reaction records. Task: describe an organic reaction: reactants, conditions, products, and yield Reactants: N1C(=NC=C1)C1=C(N)C=CC=C1 (2-(1H-imidazol-2-yl)aniline), C(C)OC(CC(C=1SC=CC1)=O)=O (ethyl3-oxo-3-(2-thienyl)propanoate), monohydrate. The solvent is C1(=CC=CC=C1)C (toluene). Yields the product N=1C=CN2C(=NC=3C=CC=CC3C21)\C=C(/O)\C=2SC=CC2 ((Z)-2-imidazo[1,2-c]quinazolin-5-yl-1-(2-thienyl)ethenol). Yield: 33.2%. Reaction SMILES: [NH:1]1[CH:5]=[CH:4][N:3]=[C:2]1[C:6]1[CH:12]=[CH:11][CH:10]=[CH:9][C:7]=1[NH2:8].C(O[C:16](=O)[CH2:17][C:18](=[O:24])[C:19]1[S:20][CH:21]=[CH:22][CH:23]=1)C>C1(C)C=CC=CC=1>[N:1]1[CH:5]=[CH:4][N:3]2[C:2]=1[C:6]1[CH:12]=[CH:11][CH:10]=[CH:9][C:7]=1[N:8]=[C:16]2/[CH:17]=[C:18](/[C:19]1[S:20][CH:21]=[CH:22][CH:23]=1)\[OH:24]. Procedure details: A mixture of 2-(1H-imidazol-2-yl)aniline (60.0 mg, 0.38 mmol), ethyl3-oxo-3-(2-thienyl)propanoate (74.7 mg, 0.38 mmol) and p-tolenesulfonicacid monohydrate (36.1 mg, 0.19 mmol) in toluene (30 ml) was heated at reflux for 2 hours. After cooling to room temperature, the reaction mixture was poured into aqueous saturate NaHCO3 solution, and the resulting mixture was extracted with ethyl acetate. The extract was washed with brine, dried over magnesium sulfate, filtered, and concentrated under reduce... Starting materials: OC1=CC=C(C(=O)O)C=C1 (4-Hydroxybenzoic acid), [OH-].[K+] (potassium hydroxide), BrCCOC (1-bromo-2-methoxyethane), [I-].[K+] (potassium iodide). Run in C(C)O (ethanol), O (water). Yields the product COCCOC1=CC=C(C(=O)O)C=C1 (4-(2-methoxyethoxy)benzoic Acid). As a reaction SMILES: [OH:1][C:2]1[CH:10]=[CH:9][C:5]([C:6]([OH:8])=[O:7])=[CH:4][CH:3]=1.[OH-].[K+].Br[CH2:14][CH2:15][O:16][CH3:17].[I-].[K+]>C(O)C.O>[CH3:17][O:16][CH2:15][CH2:14][O:1][C:2]1[CH:10]=[CH:9][C:5]([C:6]([OH:8])=[O:7])=[CH:4][CH:3]=1 |f:1.2,4.5|. Procedure: 4-Hydroxybenzoic acid (3.00 g, 2.17×10−2 mol) was dissolved in a mixture of ethanol (15 cm3) and potassium hydroxide (3.22 g, 5.64×10−2 mol) in water (5 cm3). The solution was then heated gently and stirred before 1-bromo-2-methoxyethane (3.32 g, 2.39×10−2mol) and potassium iodide (0.01 g, 6.02×10−5 mol) was added slowly. The resulting reaction mixture was then refluxed (15 hrs) and the solvent evaporated and the resulting solid residue dissolved in water (50 cm3). The solution was washed with e... Starting materials: C(C)C1=NN=C(S1)NC(=O)N (5-ethyl-[1,3,4-thiadiazol-2-yl)-urea), Cl.N[C@H](CO)CCN1CC(C1)OC1=CC(=C(C=C1)Cl)F ((S)-2-amino-4-[3-(4-chloro-3-fluoro-phenoxy)-azetidin-1-yl]-butan-1-ol hydrochloride). Yields the product ClC1=C(C=C(OC2CN(C2)CC[C@@H](CO)NC(=O)NC=2SC(=NN2)CC)C=C1)F (1-{(S)-3-[3-(4-chloro-3-fluoro-phenoxy)-azetidin-1-yl]-1-hydroxymethyl-propyl}-3-(5-ethyl-[1,3,4]thiadiazol-2-yl)-urea). RXN SMILES: [CH2:1]([C:3]1[S:7][C:6]([NH:8][C:9]([NH2:11])=[O:10])=[N:5][N:4]=1)[CH3:2].Cl.N[C@@H:14]([CH2:17][CH2:18][N:19]1[CH2:22][CH:21]([O:23][C:24]2[CH:29]=[CH:28][C:27]([Cl:30])=[C:26]([F:31])[CH:25]=2)[CH2:20]1)[CH2:15][OH:16]>>[Cl:30][C:27]1[CH:28]=[CH:29][C:24]([O:23][CH:21]2[CH2:20][N:19]([CH2:18][CH2:17][C@H:14]([NH:11][C:9]([NH:8][C:6]3[S:7][C:3]([CH2:1][CH3:2])=[N:4][N:5]=3)=[O:10])[CH2:15][OH:16])[CH2:22]2)=[CH:25][C:26]=1[F:31] |f:1.2|. Procedure details: This compound is prepared analogously to 1-{(S)-3-[3-(4-chloro-phenoxy)-azetidin-1-yl]-1-hydroxymethyl-propyl}-3-(5-ethyl-[1,3,4-thiadiazol-2-yl)-urea in Example 99 except using (S)-2-amino-4-[3-(4-chloro-3-fluoro-phenoxy)-azetidin-1-yl]-butan-1-ol hydrochloride in place of (S)-2-amino-4-[3-(4-chloro-phenoxy)-azetidin-1-yl]-butan-1-ol hydrochloride.